Dataset: the Open Reaction Database (ORD), a public repository of structured organic reaction records. Task: describe an organic reaction: reactants, conditions, products, and yield Starting materials: FC=1C=C(C(N)=NO)C=CC1F (3,4-difluoro-N′-hydroxybenzimidamide), Cl.C(C1=CN=CC=C1)(=O)Cl (nicotinoyl chloride hydrochloride), N (NH3). Product: FC=1C=C(C=CC1F)C1=NOC(=N1)C=1C=NC=CC1 (3-(3,4-difluorophenyl)-5-(pyridin-3-yl)-1,2,4-oxadiazole). Reaction SMILES: [F:1][C:2]1[CH:3]=[C:4]([CH:9]=[CH:10][C:11]=1[F:12])[C:5](=[N:7][OH:8])[NH2:6].Cl.[C:14](Cl)(=O)[C:15]1[CH:20]=[CH:19][CH:18]=[N:17][CH:16]=1.N>>[F:1][C:2]1[CH:3]=[C:4]([C:5]2[N:6]=[C:14]([C:15]3[CH:16]=[N:17][CH:18]=[CH:19][CH:20]=3)[O:8][N:7]=2)[CH:9]=[CH:10][C:11]=1[F:12] |f:1.2|. Reported procedure: The title compound was prepared according to the procedure of Example 1 using 3,4-difluoro-N′-hydroxybenzimidamide (Tyger Scientific) and nicotinoyl chloride hydrochloride (Aldrich). 1H NMR (300 MHz, DMSO-d6) δ 7.74 (dd, J=7.5, 4.4 Hz, 1 H), 8.60 (dt, J=7.8, 2.1 Hz, 1 H), 8.93 (dd, J=4.8, 1.6 Hz, 1 H), 9.38 (dd, J=2.2, 1.0 Hz, 1 H), 9.44-9.48 (m, 3 H) ppm; MS (DCI/NH3) m/z 260 (M+H)+. Starting materials: FC(F)(F)c1cc(Cl)nc(-c2cccnc2)n1, Nc1cccc(Oc2c(F)c(F)c(F)c(F)c2F)c1. Product: Fc1c(F)c(F)c(Oc2cccc(Nc3cc(C(F)(F)F)nc(-c4cccnc4)n3)c2)c(F)c1F. RXN SMILES: [Cl:1][c:2]1[n:3][c:4](-[c:12]2[cH:13][n:14][cH:15][cH:16][cH:17]2)[n:5][c:6]([C:8]([F:9])([F:10])[F:11])[cH:7]1.[F:18][c:19]1[c:20]([O:21][c:22]2[cH:23][c:24]([NH2:25])[cH:26][cH:27][cH:28]2)[c:29]([F:36])[c:30]([F:35])[c:31]([F:34])[c:32]1[F:33]>>[c:2]1([NH:25][c:24]2[cH:23][c:22]([O:21][c:20]3[c:19]([F:18])[c:32]([F:33])[c:31]([F:34])[c:30]([F:35])[c:29]3[F:36])[cH:28][cH:27][cH:26]2)[n:3][c:4](-[c:12]2[cH:13][n:14][cH:15][cH:16][cH:17]2)[n:5][c:6]([C:8]([F:9])([F:10])[F:11])[cH:7]1.